From a dataset of the Open Reaction Database (ORD), a public repository of structured organic reaction records. describe an organic reaction: reactants, conditions, products, and yield Starting materials: C(CCC)N (n-butylamine), ClCC(=O)OC (methyl chloroacetate), C(CC(=O)C)(=O)OC (methyl acetoacetate), N (ammonia), [C-]#N.[Na+] (sodium cyanide). Run in CN(C=O)C (dimethylformamide). Conditions: temperature 15 celsius, time 2 hour. Product: C(CCC)N1C(=CC(=C(C1=O)C#N)C)O (1-butyl-2-hydroxy-5-cyano-4-methylpyrid-6-one). The yield is 58.0%. RXN SMILES: [CH2:1]([NH2:5])[CH2:2][CH2:3][CH3:4].Cl[CH2:7][C:8]([O:10]C)=O.[C-:12]#[N:13].[Na+].[C:15]([O:21]C)(=O)[CH2:16][C:17]([CH3:19])=O.N>CN(C)C=O>[CH2:1]([N:5]1[C:8](=[O:10])[C:7]([C:12]#[N:13])=[C:17]([CH3:19])[CH:16]=[C:15]1[OH:21])[CH2:2][CH2:3][CH3:4] |f:2.3|. Procedure details: 73 Parts of n-butylamine are added to 109 l parts of methyl chloroacetate at from 10° to 15° C. The reaction mixture is stirred for a further 2 hours at 15° C and 125 parts of dimethylformamide and 167 parts of a 30 percent strength by weight aqueous sodium cyanide solution are then added. The mixture is stirred for 5 hours at 40° C. After adding 116 l parts of methyl acetoacetate and 123 parts of a 21 percent strength by weight aqueous ammonia solution, the mixture is stirred for 4 hours at 90°... Reactants: ClC1=CC(=C(C=C1)B(O)O)F (4-chloro-2-fluorobenzene boronic acid), NC1=NC=C(N=C1)Br (2-amino-5-bromopyrazine), C1(=CC=CC=C1)C (toluene), C(=O)([O-])[O-].[Na+].[Na+] (Na2CO3). Reagents/catalysts: FC(C(=O)[O-])(F)F.[Pd+2].FC(C(=O)[O-])(F)F (palladium(II) trifluoroacetate), C1(=CC=CC=C1)P(C1=CC=CC=C1)C1=CC=CC=C1 (triphenylphosphine). Run in C(C)O (ethanol), O (Water). Reaction conditions: temperature 50 celsius. The product is ClC1=CC(=C(C=C1)C=1N=CC(=NC1)N)F (5-(4-Chloro-2-fluorophenyl)pyrazin-2-amine). Isolated yield 78.1%. Reaction SMILES: [Cl:1][C:2]1[CH:7]=[CH:6][C:5](B(O)O)=[C:4]([F:11])[CH:3]=1.[NH2:12][C:13]1[CH:18]=[N:17][C:16](Br)=[CH:15][N:14]=1.C1(C)C=CC=CC=1.C([O-])([O-])=O.[Na+].[Na+]>FC(F)(F)C([O-])=O.[Pd+2].FC(F)(F)C([O-])=O.C1(P(C2C=CC=CC=2)C2C=CC=CC=2)C=CC=CC=1.O.C(O)C>[Cl:1][C:2]1[CH:7]=[CH:6][C:5]([C:16]2[N:17]=[CH:18][C:13]([NH2:12])=[N:14][CH:15]=2)=[C:4]([F:11])[CH:3]=1 |f:3.4.5,6.7.8|. Procedure: To a nitrogen flushed flask containing 4-chloro-2-fluorobenzene boronic acid (40.0 g, 229 mmol), 2-amino-5-bromopyrazine (39.9 g, 229 mmol), palladium(II) trifluoroacetate (1.5 g, 4.6 mmol), and triphenylphosphine (2.4 g, 9.2 mmol) were added sparged toluene (750 mL), ethanol (750 mL), and 2 M Na2CO3(aq) (418 mL, 836 mmol). The mixture was stirred and heated at 50° Celsius for 15 hours and then cooled to rt. Water (750 mL) was added and the layers were separated. The aqueous layer was washed wit... Starting materials: Compounds, S1C=C(C=C1)C=1C=C(C=CC1)/C=C/COCCO ((E)-2-[3-[3-(3-thienyl)phenyl]-2propenyloxy]ethanol), alcohol, C(C=CC#CCC)N (2-hepten-4-ynylamine), Cl.C(C)NC\C=C\C#CC(C)(C)C ((E)-N-ethyl-6,6-dimethyl-2-hepten-4-ynylamine hydrochloride). The product is Cl.C(C)N(C\C=C\C#CC(C)(C)C)CCOC\C=C\C1=CC(=CC=C1)C1=CSC=C1 ((E,E)-N-ethyl-N-(6,6-dimethyl-2-hepten-4-ynyl)-2-[3-[3-(3-thienyl)phenyl]-2-propenyloxy]ethylamine hydrochloride). Reaction SMILES: C(N)C=CC#CCC.[S:9]1[CH:13]=[CH:12][C:11]([C:14]2[CH:15]=[C:16](/[CH:20]=[CH:21]/[CH2:22][O:23][CH2:24][CH2:25]O)[CH:17]=[CH:18][CH:19]=2)=[CH:10]1.[ClH:27].[CH2:28]([NH:30][CH2:31]/[CH:32]=[CH:33]/[C:34]#[C:35][C:36]([CH3:39])([CH3:38])[CH3:37])[CH3:29]>>[ClH:27].[CH2:28]([N:30]([CH2:25][CH2:24][O:23][CH2:22]/[CH:21]=[CH:20]/[C:16]1[CH:17]=[CH:18][CH:19]=[C:14]([C:11]2[CH:12]=[CH:13][S:9][CH:10]=2)[CH:15]=1)[CH2:31]/[CH:32]=[CH:33]/[C:34]#[C:35][C:36]([CH3:37])([CH3:39])[CH3:38])[CH3:29] |f:2.3,4.5|. Reported procedure: Compounds of Examples 26 to 29 were obtained by performing the same reaction as in Example 25 except that the corresponding alcohol derivatives and/or 2-hepten-4-ynylamine derivatives were used instead of the starting compounds, (E)-2-[3-[3-(3-thienyl)phenyl]-2propenyloxy]ethanol and/or (E)-N-ethyl-6,6-dimethyl-2-hepten-4-ynylamine hydrochloride, which were used in the above-mentioned reaction. Starting materials: ClC1=NC2=CC=CC=C2C(=N1)N (2-Chloroquinazolin-4-amine), NO (hydroxylamine). The product is ONC1=NC2=CC=CC=C2C(=N1)N (2-(Hydroxyamino)quinazolin-4-amine). Reaction SMILES: Cl[C:2]1[N:11]=[C:10]([NH2:12])[C:9]2[C:4](=[CH:5][CH:6]=[CH:7][CH:8]=2)[N:3]=1.[NH2:13][OH:14]>>[OH:14][NH:13][C:2]1[N:11]=[C:10]([NH2:12])[C:9]2[C:4](=[CH:5][CH:6]=[CH:7][CH:8]=2)[N:3]=1. Reported procedure: Prepared as in Example 42 from 2-chloroquinazolin-4-amine (Example 38) and hydroxylamine. 1H NMR (400 MHz, DMSO-d6) δ7.44-7.35 (m, 2H), 7.78-7.74 (m, 2H), 8.24-8.22 (m, 1H), 8.95-8.76 (m, 2H). MS 177 (MH+).